The task is: describe an organic reaction: reactants, conditions, products, and yield. This data is from the Open Reaction Database (ORD), a public repository of structured organic reaction records. Procedure details: The octadecyl mercaptan is then condensed with 4 moles glycidol per mole octadecyl mercaptan, first introducing a first molar equivalent of glycidol to obtain 3-octadecylthio-propane-1,2 diol at 80° C, the rest of the glycidol being introduced at 155° C in the course of 2 hours 20 minutes. As a reaction SMILES: [CH2:1]([SH:19])[CH2:2][CH2:3][CH2:4][CH2:5][CH2:6][CH2:7][CH2:8][CH2:9][CH2:10][CH2:11][CH2:12][CH2:13][CH2:14][CH2:15][CH2:16][CH2:17][CH3:18].[CH2:20]1[O:22][CH:21]1[CH2:23][OH:24]>>[CH2:1]([S:19][CH2:20][CH:21]([OH:22])[CH2:23][OH:24])[CH2:2][CH2:3][CH2:4][CH2:5][CH2:6][CH2:7][CH2:8][CH2:9][CH2:10][CH2:11][CH2:12][CH2:13][CH2:14][CH2:15][CH2:16][CH2:17][CH3:18]. Reactants: C(CCCCCCCCCCCCCCCCC)S (octadecyl mercaptan), C1C(O1)CO (glycidol), C1C(O1)CO (glycidol), C(CCCCCCCCCCCCCCCCC)S (octadecyl mercaptan). Product: C(CCCCCCCCCCCCCCCCC)SCC(CO)O (3-octadecylthio-propane-1,2 diol). Starting materials: FC(C(C(CC(=O)OCC)C(=O)OCC)=O)(F)F (Ethyl 5,5,5-trifluoro-4-oxo-3-ethoxycarbonyl-pentanoate), B(O)(O)O (boric acid), C1(=CC=C(C=C1)S(=O)(=O)O)C (p-toluenesulfonic acid). Yields the product FC(C(CCC(=O)OCC)=O)(F)F (Ethyl 5,5,5-trifluoro-4-oxo-pentanoate). The yield is 32.7%. Reaction SMILES: [F:1][C:2]([F:18])([F:17])[C:3](=[O:16])[CH:4](C(OCC)=O)[CH2:5][C:6]([O:8][CH2:9][CH3:10])=[O:7].B(O)(O)O.C1(C)C=CC(S(O)(=O)=O)=CC=1>>[F:1][C:2]([F:17])([F:18])[C:3](=[O:16])[CH2:4][CH2:5][C:6]([O:8][CH2:9][CH3:10])=[O:7]. Procedure: 45 g of the product of Step A, 10.3 g of boric acid and 1 g of p-toluenesulfonic acid were heated at 180° C. for 3 hours and the mixture was poured into ice and extracted with ethyl acetate. The mixture was decanted, dried and concentrated under reduced pressure and the residue was distilled to obtain 10.8 g of expected product. Reactants: S(=O)(Cl)Cl (thionyl chloride), S(=O)(Cl)Cl (Thionyl chloride), ON=CC1=C(C=NN1C(C)(C)C)C(=O)OCC (5-(hydroxyiminomethyl)-1-tert-butyl-1H-pyrazole-4-carboxylic acid, ethyl ester), CCOCC (ether). Solvent: O (Water). Run at time 16 hour. The product is C(#N)C1=C(C=NN1C(C)(C)C)C(=O)OCC (5-cyano-1-tert-butyl-1H-pyrazole-4-carboxylic acid, ethyl ester). Isolated yield 83.5%. As a reaction SMILES: S(Cl)(Cl)=O.O[N:6]=[CH:7][C:8]1[N:12]([C:13]([CH3:16])([CH3:15])[CH3:14])[N:11]=[CH:10][C:9]=1[C:17]([O:19][CH2:20][CH3:21])=[O:18].CCOCC>O>[C:7]([C:8]1[N:12]([C:13]([CH3:15])([CH3:16])[CH3:14])[N:11]=[CH:10][C:9]=1[C:17]([O:19][CH2:20][CH3:21])=[O:18])#[N:6]. Procedure details: Thionyl chloride (6.6 ml., 0.092 mole) was added to a cold solution of 5-(hydroxyiminomethyl)-1-tert-butyl-1H-pyrazole-4-carboxylic acid, ethyl ester (11 grams, 0.046 mole) in 75 ml. of ether. The solution was stirred in the cold for thirty minutes, then at room temperature for 16 hours. Water was added to the reaction mixture to neutralize the remaining thionyl chloride, then the reaction mixture was poured into a separatory funnel. The phases were separated and the organic phase was washed wit... The reactants are ClC1=C(C=CC=C1)S(=O)(=O)[C@@H]1C[C@H](NC1)C(=O)NC1(CC1)C#N ((2S,4R)-4-(2-chlorophenylsulfonyl)-N-(1-cyanocyclopropyl)pyrrolidine-2-carboxamide), CC1(OCCC(C1)N1C(CC1)C(=O)[O-])C.[Li+] (lithium 1-(2,2-dimethyltetrahydro-2H-pyran-4-yl)azetidine-2-carboxylate). Yields the product ClC1=C(C=CC=C1)S(=O)(=O)[C@@H]1C[C@H](N(C1)C(=O)C1N(CC1)C1CC(OCC1)(C)C)C(=O)NC1(CC1)C#N ((2S,4R)-4-(2-chlorophenylsulfonyl)-N-(1-cyanocyclopropyl)-1-(1-(2,2-dimethyltetrahydro-2H-pyran-4-yl)azetidine-2-carbonyl)pyrrolidine-2-carboxamide). RXN SMILES: [Cl:1][C:2]1[CH:7]=[CH:6][CH:5]=[CH:4][C:3]=1[S:8]([C@H:11]1[CH2:15][NH:14][C@H:13]([C:16]([NH:18][C:19]2([C:22]#[N:23])[CH2:21][CH2:20]2)=[O:17])[CH2:12]1)(=[O:10])=[O:9].[CH3:24][C:25]1([CH3:38])[CH2:30][CH:29]([N:31]2[CH2:34][CH2:33][CH:32]2[C:35]([O-])=[O:36])[CH2:28][CH2:27][O:26]1.[Li+]>>[Cl:1][C:2]1[CH:7]=[CH:6][CH:5]=[CH:4][C:3]=1[S:8]([C@H:11]1[CH2:15][N:14]([C:35]([CH:32]2[CH2:33][CH2:34][N:31]2[CH:29]2[CH2:28][CH2:27][O:26][C:25]([CH3:38])([CH3:24])[CH2:30]2)=[O:36])[C@H:13]([C:16]([NH:18][C:19]2([C:22]#[N:23])[CH2:21][CH2:20]2)=[O:17])[CH2:12]1)(=[O:10])=[O:9] |f:1.2|. Procedure: The reaction of (2S,4R)-4-(2-chlorophenylsulfonyl)-N-(1-cyanocyclopropyl)pyrrolidine-2-carboxamide 7H and lithium 1-(2,2-dimethyltetrahydro-2H-pyran-4-yl)azetidine-2-carboxylate 20H carried out according to the general procedure L yielded (2S,4R)-4-(2-chlorophenylsulfonyl)-N-(1-cyanocyclopropyl)-1-(1-(2,2-dimethyltetrahydro-2H-pyran-4-yl)azetidine-2-carbonyl)pyrrolidine-2-carboxamide 1:1 epimers as an off-white solid (quant.). MS ISP (m/e): 549.3 (100) [(M+H)]]+. Reactants: BrCC1=C(C(N=C(N1)C=1SC=CN1)C1=C(C=CC=C1)[N+](=O)[O-])C(=O)OCC (ethyl 6-(bromomethyl)-4-(2-nitrophenyl)-2-(thiazol-2-yl)-1,4-dihydropyrimidine-5-carboxylate), Cl.N1C(COCC1)C(=O)O (morpholine-3-carboxylic acid hydrochloride), C([O-])([O-])=O.[K+].[K+] (potassium carbonate). The solvent is C(C)O (ethanol). Run at temperature 25 celsius, time 12 hour. The product is C(C)OC(=O)C1=C(NC(=NC1C1=C(C=CC=C1)[N+](=O)[O-])C=1SC=CN1)CN1C(COCC1)C(=O)O (4-((5-(ethoxycarbonyl)-6-(2-nitrophenyl)-2-(thiazol-2-yl)-3,6-dihydropyrimidin-4-yl)methyl)morpholine-3-carboxylic acid). Isolated yield 41.4%. Reaction SMILES: Br[CH2:2][C:3]1[NH:8][C:7]([C:9]2[S:10][CH:11]=[CH:12][N:13]=2)=[N:6][CH:5]([C:14]2[CH:19]=[CH:18][CH:17]=[CH:16][C:15]=2[N+:20]([O-:22])=[O:21])[C:4]=1[C:23]([O:25][CH2:26][CH3:27])=[O:24].Cl.[NH:29]1[CH2:34][CH2:33][O:32][CH2:31][CH:30]1[C:35]([OH:37])=[O:36].C(=O)([O-])[O-].[K+].[K+]>C(O)C>[CH2:26]([O:25][C:23]([C:4]1[CH:5]([C:14]2[CH:19]=[CH:18][CH:17]=[CH:16][C:15]=2[N+:20]([O-:22])=[O:21])[N:6]=[C:7]([C:9]2[S:10][CH:11]=[CH:12][N:13]=2)[NH:8][C:3]=1[CH2:2][N:29]1[CH2:34][CH2:33][O:32][CH2:31][CH:30]1[C:35]([OH:37])=[O:36])=[O:24])[CH3:27] |f:1.2,3.4.5|. Reported procedure: A mixture of ethyl 6-(bromomethyl)-4-(2-nitrophenyl)-2-(thiazol-2-yl)-1,4-dihydropyrimidine-5-carboxylate (2.4 g, 5.3 mmol), morpholine-3-carboxylic acid hydrochloride (0.9 g, 5.37 mmol) and potassium carbonate (1.48 g, 10.74 mmol) in ethanol (60 mL) was stirred at 25° C. for 12 hours. The mixture was filtered and the filtrate was concentrated in vacuo. The residue was purified by a silica gel column chromatography (DCM/MeOH (V/V)=25/1) to give the title compound as a light yellow solid (1.1 g, ... Starting materials: O=C(Cl)c1ccccc1, CC(C)=O, CN(C)Cc1cccc(N)c1, [NH4+], O, N#C[S-]. Product: CN(C)Cc1cccc(NC(N)=S)c1. RXN SMILES: [C:1]([Cl:2])(=[O:3])[c:4]1[cH:5][cH:6][cH:7][cH:8][cH:9]1.[CH3:26][C:27](=[O:28])[CH3:29].[NH2:14][c:15]1[cH:16][c:17]([CH2:21][N:22]([CH3:23])[CH3:24])[cH:18][cH:19][cH:20]1.[NH4+:13].[OH2:25].[S-:10][C:11]#[N:12]>>[S:10]=[C:11]([NH2:12])[NH:14][c:15]1[cH:16][c:17]([CH2:21][N:22]([CH3:23])[CH3:24])[cH:18][cH:19][cH:20]1. Starting materials: C1CCOC1, ClCCl, CCO, NNC=O, Cc1ccc(S(=O)(=O)O)cc1, CCCCC(=O)c1ccncc1. The product is CCCCC(=NNC=O)c1ccncc1. RXN SMILES: [CH2:17]1[O:18][CH2:19][CH2:20][CH2:21]1.[CH2:33]([Cl:34])[Cl:35].[CH3:36][CH2:37][OH:38].[CH:13](=[O:14])[NH:15][NH2:16].[c:22]1([CH3:23])[cH:24][cH:25][c:26]([S:27]([OH:28])(=[O:29])=[O:30])[cH:31][cH:32]1.[n:1]1[cH:2][cH:3][c:4]([C:7](=[O:8])[CH2:9][CH2:10][CH2:11][CH3:12])[cH:5][cH:6]1>>[n:1]1[cH:2][cH:3][c:4]([C:7]([CH2:9][CH2:10][CH2:11][CH3:12])=[N:16][NH:15][CH:13]=[O:14])[cH:5][cH:6]1.